This data is from the Open Reaction Database (ORD), a public repository of structured organic reaction records. The task is: describe an organic reaction: reactants, conditions, products, and yield Starting materials: ClC=1OC=2C(N1)=C(C=CC2)C(=O)OC (methyl 2-chlorobenzoxazole-4-carboxylate), C[C@H]1C(NCCN1)=O ((S)-3-methylpiperazin-2-one), C(=O)([O-])[O-].[K+].[K+] (K2CO3). Run in CN(C)C=O (DMF), O (H2O). The product is C[C@@H]1N(CCNC1=O)C=1OC=2C(N1)=C(C=CC2)C(=O)OC ((S)-methyl 2-(2-methyl-3-oxopiperazine-1-yl)benzoxazole-4-carboxylate). Isolated yield 98.8%. RXN SMILES: Cl[C:2]1[O:3][C:4]2[C:5](=[C:7]([C:11]([O:13][CH3:14])=[O:12])[CH:8]=[CH:9][CH:10]=2)[N:6]=1.[CH3:15][C@@H:16]1[NH:21][CH2:20][CH2:19][NH:18][C:17]1=[O:22].C([O-])([O-])=O.[K+].[K+]>CN(C=O)C.O>[CH3:15][C@H:16]1[C:17](=[O:22])[NH:18][CH2:19][CH2:20][N:21]1[C:2]1[O:3][C:4]2[C:5](=[C:7]([C:11]([O:13][CH3:14])=[O:12])[CH:8]=[CH:9][CH:10]=2)[N:6]=1 |f:2.3.4|. Procedure: A mixture of methyl 2-chlorobenzoxazole-4-carboxylate (370 mg, 1.75 mmol), (S)-3-methylpiperazin-2-one (200 mg, 1.75 mmol) and K2CO3 (605 mg, 4.38 mmol), in DMF (15 mL), was stirred at ambient temperature for 17 h. The reaction mixture was diluted with H2O (30 mL) and extracted with CH2Cl2 (2×50 mL). The combined organic layers were washed with H2O (3×20 mL), brine (20 mL), dried (Na2SO4). The material was concentrated under reduced pressure to give (S)-methyl 2-(2-methyl-3-oxopiperazine-1-yl)be... Starting materials: O([Si](C)(C)C(C)(C)C)C=1C=C(C=CC1)C(OCCOC1=CC=CC=C1)=C1C2CC3CC(CC1C3)(C2)Cl ([(3-tert-Butyldimethylsiloxyphenyl)(2-phenoxyethoxy)methylene]-5-chloroadamantane), mixture, [F-].C(CCC)[N+](CCCC)(CCCC)CCCC (tetra-n-butylammonium fluoride). Run in C1CCOC1 (THF), C1CCOC1 (THF). Reaction conditions: time 2 hour. Yields the product OC=1C=C(C=CC1)C(OCCOC1=CC=CC=C1)=C1C2CC3CC(CC1C3)(C2)Cl ([(3-Hydroxyphenyl)(2-phenoxyethoxy)methylene]-5-chloroadamantane). As a reaction SMILES: [O:1]([C:9]1[CH:10]=[C:11]([C:15](=[C:26]2[CH:33]3[CH2:34][CH:29]4[CH2:30][C:31]([Cl:36])([CH2:35][CH:27]2[CH2:28]4)[CH2:32]3)[O:16][CH2:17][CH2:18][O:19][C:20]2[CH:25]=[CH:24][CH:23]=[CH:22][CH:21]=2)[CH:12]=[CH:13][CH:14]=1)[Si](C(C)(C)C)(C)C.[F-].C([N+](CCCC)(CCCC)CCCC)CCC>C1COCC1>[OH:1][C:9]1[CH:10]=[C:11]([C:15](=[C:26]2[CH:27]3[CH2:28][CH:29]4[CH2:30][C:31]([Cl:36])([CH2:32][CH:33]2[CH2:34]4)[CH2:35]3)[O:16][CH2:17][CH2:18][O:19][C:20]2[CH:25]=[CH:24][CH:23]=[CH:22][CH:21]=2)[CH:12]=[CH:13][CH:14]=1 |f:1.2|. Reported procedure: To a solution of 4.9 parts of alkene (64) in 75 mL of THF was added 5.0 parts of 70% mixture of tetra-n-butylammonium fluoride in 25 mL of THF over a period of 15 minutes. The reaction mixture was stirred for two hours. TLC on silica gel plate showed the formation of new product. The solvent was evaporated under reduced pressure and the oily material was dissolved in 150 mL of ethyl acetate and washed with two times with 200 mL of water. After drying over anhydrous sodium sulfate, the solvent wa... The reactants are C(C1=CC=CC=C1)OC=1C=C2C(CC(OC2=CC1)(C)C)CS(=O)(=O)NCC(=O)OC (methyl [(6-benzyloxy-2,2-dimethylchroman-4-yl)methanesulfonylamino]acetate). The solvent is CO (methanol), [OH-].[Na+] (NaOH). Product: C(C1=CC=CC=C1)OC=1C=C2C(CC(OC2=CC1)(C)C)CS(=O)(=O)NCC(=O)O ([(6-Benzyloxy-2,2-dimethylchroman-4-yl)methanesulfonylamino]acetic acid). Reaction SMILES: [CH2:1]([O:8][C:9]1[CH:10]=[C:11]2[C:16](=[CH:17][CH:18]=1)[O:15][C:14]([CH3:20])([CH3:19])[CH2:13][CH:12]2[CH2:21][S:22]([NH:25][CH2:26][C:27]([O:29]C)=[O:28])(=[O:24])=[O:23])[C:2]1[CH:7]=[CH:6][CH:5]=[CH:4][CH:3]=1>CO.[OH-].[Na+]>[CH2:1]([O:8][C:9]1[CH:10]=[C:11]2[C:16](=[CH:17][CH:18]=1)[O:15][C:14]([CH3:20])([CH3:19])[CH2:13][CH:12]2[CH2:21][S:22]([NH:25][CH2:26][C:27]([OH:29])=[O:28])(=[O:24])=[O:23])[C:2]1[CH:3]=[CH:4][CH:5]=[CH:6][CH:7]=1 |f:2.3|. Procedure: 1.4 g of methyl [(6-benzyloxy-2,2-dimethylchroman-4-yl)methanesulfonylamino]acetate are stirred at RT for 4 h in 50 ml of methanol and 15 ml of 2N NaOH. After removing the methanol, the residue is washed with EA and acidified with HCl. It is extracted with EA and the solvent is removed in vacuo after drying. 500 mg of the acid having a melting point of 167-169° C. are obtained. Starting materials: ClOC(C)(C)C (tert-butyl hypochlorite), CSCC1=NC(=CC(=N1)OC)OC (2-methylthiomethyl-4,6-dimethoxypyrimidine), C[O-].[Na+] (sodium methoxide), COCC1=C(N)C=CC=C1 (2-Methoxymethylaniline). Solvent: ClCCl (dichloromethane), O (Water), ClCCl (dichloromethane), CO (methanol), ClCCl (dichloromethane). Reaction conditions: temperature -70 celsius, time 10 minute. Yields the product COC1=NC(=NC(=C1)OC)C(C1=C(N)C(=CC=C1)COC)SC (2-[(4,6-dimethoxypyrimidin-2-yl)-methylthiomethyl]-6-methoxymethylaniline). Isolated yield 58.8%. As a reaction SMILES: [CH3:1][O:2][CH2:3][C:4]1[CH:10]=[CH:9][CH:8]=[CH:7][C:5]=1[NH2:6].ClOC(C)(C)C.[CH3:17][S:18][CH2:19][C:20]1[N:25]=[C:24]([O:26][CH3:27])[CH:23]=[C:22]([O:28][CH3:29])[N:21]=1.C[O-].[Na+]>ClCCl.O.CO>[CH3:27][O:26][C:24]1[CH:23]=[C:22]([O:28][CH3:29])[N:21]=[C:20]([CH:19]([S:18][CH3:17])[C:7]2[CH:8]=[CH:9][CH:10]=[C:4]([CH2:3][O:2][CH3:1])[C:5]=2[NH2:6])[N:25]=1 |f:3.4|. Procedure: 2-Methoxymethylaniline (0.68 g, 4.96 mmol) was dissolved in dichloromethane (50 ml) and the solution was cooled to −70° C. To the cooled solution a solution of tert-butyl hypochlorite (0.54 g, 4.96 mmol) in dichloromethane (1 ml) was added dropwise and the solution was stirred at −70° C. for 10 minutes. To the obtained reaction solution a solution of 2-methylthiomethyl-4,6-dimethoxypyrimidine (0.893 g, 4.46 mmol) in dichloromethane (5 ml) was added dropwise and the solution was stirred at −70° C... The reactants are CC(C)(C)[Si](C)(C)OC1CC(=O)OC(CO)C1, ClCCl. Yields the product CC(C)(C)[Si](C)(C)OC1CC(=O)OC(C=O)C1. As a reaction SMILES: [C:1]([CH3:2])([CH3:3])([CH3:4])[Si:5]([O:6][CH:7]1[CH2:8][C:9](=[O:15])[O:10][CH:11]([CH2:13][OH:14])[CH2:12]1)([CH3:16])[CH3:17].[Cl:18][CH2:19][Cl:20]>>[C:1]([CH3:2])([CH3:3])([CH3:4])[Si:5]([O:6][CH:7]1[CH2:8][C:9](=[O:15])[O:10][CH:11]([CH:13]=[O:14])[CH2:12]1)([CH3:16])[CH3:17]. Starting materials: C(CCOC1C(=CN2[C@@H]1[C@@H](N(C1=C(C2=O)C=C(C=C1)OC)C(=O)OCC(Cl)(Cl)Cl)O[Si](C)(C)C(C)(C)C)OS(=O)(=O)C(F)(F)F)OC1C(=CN2[C@@H]1[C@@H](N(C1=C(C2=O)C=C(C=C1)OC)C(=O)OCC(Cl)(Cl)Cl)O[Si](C)(C)C(C)(C)C)OS(=O)(=O)C(F)(F)F (1,1′-[[(Propane-1,3-diyl)dioxy]bis[(11S,11aS)-10-(2,2,2-trichloroethoxycarbonyl)-11-(tert-butyldimethylsilyloxy)-7-methoxy-2-[[(trifluoromethyl)sulfonyl]oxy]-1,10,11,11a-tetrahydro-5H-pyrrolo[2,1-c][1,4]benzodiazepin-5-one]]), [Li+].[Cl-] (LiCl), C(CCC)[Sn](C#CC1=CC=CC=C1)(CCCC)CCCC (tributyl(phenylethynyl)tin). Reagents/catalysts: C=1C=CC(=CC1)[P](C=2C=CC=CC2)(C=3C=CC=CC3)[Pd]([P](C=4C=CC=CC4)(C=5C=CC=CC5)C=6C=CC=CC6)([P](C=7C=CC=CC7)(C=8C=CC=CC8)C=9C=CC=CC9)[P](C=1C=CC=CC1)(C=1C=CC=CC1)C=1C=CC=CC1 (Pd(PPh3)4). Solvent: C1CCOC1 (THF). The product is C(CCOC1(C=CN2[C@@H]1[C@@H](N(C1=C(C2=O)C=C(C=C1)OC)C(=O)OCC(Cl)(Cl)Cl)O[Si](C)(C)C(C)(C)C)C1=C(C=CC=C1)C#C)OC1(C=CN2[C@@H]1[C@@H](N(C1=C(C2=O)C=C(C=C1)OC)C(=O)OCC(Cl)(Cl)Cl)O[Si](C)(C)C(C)(C)C)C1=C(C=CC=C1)C#C (1,1′-[[(Propane-1,3-diyl)dioxy]bis[(11S,11aS)-10-(2,2,2-trichloroethoxycarbonyl)-11-(tert-butyldimethylsilyloxy)-7-methoxy-2-ethynylphenyl-1,10,11,11a-tetrahydro-5H-pyrrolo[2,1-c][1,4]benzodiazepin-5-one]]). The yield is 92.7%. RXN SMILES: [CH2:1]([O:46][CH:47]1[C@H:51]2[C@H:52]([O:72][Si:73]([C:76]([CH3:79])([CH3:78])[CH3:77])([CH3:75])[CH3:74])[N:53]([C:64]([O:66][CH2:67][C:68]([Cl:71])([Cl:70])[Cl:69])=[O:65])[C:54]3[CH:61]=[CH:60][C:59]([O:62][CH3:63])=[CH:58][C:55]=3[C:56](=[O:57])[N:50]2[CH:49]=[C:48]1OS(C(F)(F)F)(=O)=O)[CH2:2][CH2:3][O:4][CH:5]1[C@H:9]2[C@H:10]([O:30][Si:31]([C:34]([CH3:37])([CH3:36])[CH3:35])([CH3:33])[CH3:32])[N:11]([C:22]([O:24][CH2:25][C:26]([Cl:29])(Cl)[Cl:27])=[O:23])[C:12]3[CH:19]=[CH:18][C:17]([O:20][CH3:21])=[CH:16][C:13]=3[C:14](=[O:15])[N:8]2[CH:7]=[C:6]1OS(C(F)(F)F)(=O)=O.[Li+].[Cl-:89].C([Sn](CCCC)(CCCC)[C:95]#[C:96][C:97]1[CH:102]=[CH:101][CH:100]=[CH:99][CH:98]=1)CCC>C1COCC1.C1C=CC([P]([Pd]([P](C2C=CC=CC=2)(C2C=CC=CC=2)C2C=CC=CC=2)([P](C2C=CC=CC=2)(C2C=CC=CC=2)C2C=CC=CC=2)[P](C2C=CC=CC=2)(C2C=CC=CC=2)C2C=CC=CC=2)(C2C=CC=CC=2)C2C=CC=CC=2)=CC=1>[CH2:1]([O:46][C:47]1([C:102]2[CH:101]=[CH:100][CH:99]=[CH:98][C:97]=2[C:96]#[CH:95])[C@H:51]2[C@H:52]([O:72][Si:73]([C:76]([CH3:78])([CH3:77])[CH3:79])([CH3:74])[CH3:75])[N:53]([C:64]([O:66][CH2:67][C:68]([Cl:69])([Cl:71])[Cl:70])=[O:65])[C:54]3[CH:61]=[CH:60][C:59]([O:62][CH3:63])=[CH:58][C:55]=3[C:56](=[O:57])[N:50]2[CH:49]=[CH:48]1)[CH2:2][CH2:3][O:4][C:5]1([C:98]2[CH:99]=[CH:100][CH:101]=[CH:102][C:97]=2[C:96]#[CH:95])[C@H:9]2[C@H:10]([O:30][Si:31]([C:34]([CH3:37])([CH3:35])[CH3:36])([CH3:33])[CH3:32])[N:11]([C:22]([O:24][CH2:25][C:26]([Cl:27])([Cl:29])[Cl:89])=[O:23])[C:12]3[CH:19]=[CH:18][C:17]([O:20][CH3:21])=[CH:16][C:13]=3[C:14](=[O:15])[N:8]2[CH:7]=[CH:6]1 |f:1.2,^1:119,121,140,159|. Procedure details: A catalytic amount of Pd(PPh3)4 was added to a stirred mixture of triflate 13 (193 mg, 0.13 mmol), LiCl (34 mg, 0.80 mmol, 6.0 eq) and tributyl(phenylethynyl)tin (0.14 mL, 157 mg, 0.40 mmol, 3.0 eq) in dry THF (5 mL). The reaction mixture was heated at reflux for 2.5 h when TLC showed the complete consumption of the starting material. After cooling to room temperature, excess solvent was removed and the residue was dissolved in DCM (20 mL), followed by washing with 10% NH4OH (20 mL). The aqueous... Reactants: ClC1=NC=C(C(=N1)Cl)I (2,4-dichloro-5-iodopyrimidine), N[C@@H](CC(C)C)CO (L-leucinol), S1C=C(C=C1)B(O)O (thiophen-3-boronic acid). Yields the product ClC1=NC=C(C(=N1)N[C@H](CO)CC(C)C)C1=CSC=C1 ((S)-2-(2-chloro-5-thiophen-3-yl-pyrimidine-4-ylamino)-4-methyl-pentan-1-ol). RXN SMILES: [Cl:1][C:2]1[N:7]=[C:6](Cl)[C:5](I)=[CH:4][N:3]=1.[NH2:10][C@H:11]([CH2:16][OH:17])[CH2:12][CH:13]([CH3:15])[CH3:14].[S:18]1[CH:22]=[CH:21][C:20](B(O)O)=[CH:19]1>>[Cl:1][C:2]1[N:7]=[C:6]([NH:10][C@@H:11]([CH2:12][CH:13]([CH3:15])[CH3:14])[CH2:16][OH:17])[C:5]([C:20]2[CH:21]=[CH:22][S:18][CH:19]=2)=[CH:4][N:3]=1. Reported procedure: Preparation according to procedures 2 and 3 with the use of 2,4-dichloro-5-iodopyrimidine, L-leucinol (Aldrich) and thiophen-3-boronic acid (Aldrich).